This data is from the Open Reaction Database (ORD), a public repository of structured organic reaction records. The task is: describe an organic reaction: reactants, conditions, products, and yield Starting materials: FC=1C(=C(N)C=CC1)[N+](=O)[O-] (3-fluoro-2-nitroaniline), NC1=C(C=CC=C1C)NC1=CC(=NC=N1)N(C(=O)N(COCC[Si](C)(C)C)C1=C(C(=CC(=C1Cl)OC)OC)Cl)C (1-(6-((2-amino-3-methylphenyl)amino)pyrimidin-4-yl)-3-(2,6-dichloro-3,5-dimethoxyphenyl)-1-methyl-3-((2-(trimethylsilyl)ethoxy)methyl)urea), C(C)(C)N(CC)C(C)C (diisopropyl ethylamine), C(C=C)(=O)O (acrylic acid), C(Cl)Cl (DCM), C(CC)P1(OP(OP(O1)(CCC)=O)(CCC)=O)=O (2,4,6-tripropyl-1,3,5,2,4,6-trioxatriphosphinane 2,4,6-trioxide). Reaction conditions: time 2 hour. Yields the product ClC1=C(C(=C(C=C1OC)OC)Cl)NC(N(C)C1=CC(=NC=N1)NC1=C(C(=CC=C1)F)NC(C=C)=O)=O (N-(2-((6-(3-(2,6-dichloro-3,5-dimethoxyphenyl)-1-methylureido)pyrimidin-4-yl)amino)-6-fluorophenyl)acrylamide). The yield is 71.0%. As a reaction SMILES: [F:1][C:2]1[C:3]([N+:9]([O-])=O)=[C:4]([CH:6]=[CH:7][CH:8]=1)[NH2:5].NC1C(C)=CC=CC=1N[C:21]1[N:26]=[CH:25][N:24]=[C:23]([N:27]([CH3:51])[C:28]([N:30]([C:39]2[C:44]([Cl:45])=[C:43]([O:46][CH3:47])[CH:42]=[C:41]([O:48][CH3:49])[C:40]=2[Cl:50])COCC[Si](C)(C)C)=[O:29])[CH:22]=1.C(N(C(C)C)CC)(C)C.[C:61](O)(=[O:64])[CH:62]=[CH2:63].C(Cl)Cl.C(P1(=O)OP(=O)(CCC)OP(=O)(CCC)O1)CC>>[Cl:50][C:40]1[C:41]([O:48][CH3:49])=[CH:42][C:43]([O:46][CH3:47])=[C:44]([Cl:45])[C:39]=1[NH:30][C:28](=[O:29])[N:27]([C:23]1[N:24]=[CH:25][N:26]=[C:21]([NH:5][C:4]2[CH:6]=[CH:7][CH:8]=[C:2]([F:1])[C:3]=2[NH:9][C:61](=[O:64])[CH:62]=[CH2:63])[CH:22]=1)[CH3:51]. Procedure: The compound was synthesized following the approach outlined in Procedure 2G (Example 123), substituting 3-fluoro-2-nitroaniline in step (d), omitting step (e), and modifying step (g) to the following procedure: To a solution of 1-(6-((2-amino-3-methylphenyl)amino)pyrimidin-4-yl)-3-(2,6-dichloro-3,5-dimethoxyphenyl)-1-methyl-3-((2-(trimethylsilyl)ethoxy)methyl)urea (31 mg, 0.051 mmol), diisopropyl ethylamine (13.1 g, 0.103 mmol), and acrylic acid (39.9 g, 0.055 mmol) in DCM (1 ml, 15.54 mmol) wa... Starting materials: CC1(C)C2CCC1(CS(=O)(=O)O)C(=O)C2, CC(=O)c1ccc(Oc2ccc([N+](=O)[O-])cn2)cc1, OCCO, c1ccccc1. The product is CC1(c2ccc(Oc3ccc([N+](=O)[O-])cn3)cc2)OCCO1. RXN SMILES: [C:24]12([CH2:25][S:26]([OH:27])(=[O:28])=[O:29])[C:30]([CH3:31])([CH3:32])[CH:33]([CH2:34][CH2:35]1)[CH2:36][C:37]2=[O:38].[N+:1](=[O:2])([O-:3])[c:4]1[cH:5][cH:6][c:7]([O:10][c:11]2[cH:12][cH:13][c:14]([C:17]([CH3:18])=[O:19])[cH:15][cH:16]2)[n:8][cH:9]1.[OH:20][CH2:21][CH2:22][OH:23].[cH:39]1[cH:40][cH:41][cH:42][cH:43][cH:44]1>>[N+:1](=[O:2])([O-:3])[c:4]1[cH:5][cH:6][c:7]([O:10][c:11]2[cH:12][cH:13][c:14]([C:17]3([CH3:18])[O:19][CH2:22][CH2:21][O:20]3)[cH:15][cH:16]2)[n:8][cH:9]1. Reactants: OCc1ccc(Br)cn1, C1CCOC1, [H-], CI, [Na+]. The product is COCc1ccc(Br)cn1. Reaction SMILES: [Br:1][c:2]1[cH:3][cH:4][c:5]([CH2:8][OH:9])[n:6][cH:7]1.[CH2:14]1[O:15][CH2:16][CH2:17][CH2:18]1.[H-:10].[I:12][CH3:13].[Na+:11]>>[Br:1][c:2]1[cH:3][cH:4][c:5]([CH2:8][O:9][CH3:13])[n:6][cH:7]1. Starting materials: BrC=1C=C2CCC(CC2=CC1)=O (6-bromo-2-tetralone), Cl.CN (methylamine hydrochloride), CCO (EtOH), Cl (HCl), [O-]C#N.[K+] (potassium cyanate), [C-]#N.[K+] (Potassium cyanide), Cl (hydrochloric acid). Run at time 20 minute. Solvent: O (H2O). The product is BrC=1C=C2CCC3(CC2=CC1)NC(N(C3=O)C)=O ((±)-6′-Bromo-1-methyl-3′,4′-dihydro-1′H-spiro[imidazolidine-4,2′-naphthalene]-2,5-dione). Procedure: A mixture of 6-bromo-2-tetralone (1.00 g, 4.44 mmol) and methylamine hydrochloride (300 mg, 4.44 mol) in H2O (1 mL) and EtOH (1.5 mL) was stirred at ambient temperature for 20 min. Potassium cyanide (289 mg, 4.44 mmol) was added and stirring was continued for 18 h. The mixture was added dropwise to a stirred solution of 1.0 N aqueous HCl (4.5 mL) at 0° C., then potassium cyanate (360 mg, 4.44 mmol) was added portionwise. The stirred mixture was heated to 95° C. and conc. hydrochloric acid (0.44 ... As a reaction SMILES: [Br:1][C:2]1[CH:3]=[C:4]2[C:9](=[CH:10][CH:11]=1)[CH2:8][C:7](=O)[CH2:6][CH2:5]2.Cl.[CH3:14][NH2:15].[C-]#N.[K+].Cl.[O-:20][C:21]#[N:22].[K+].C[CH2:25][OH:26]>O>[Br:1][C:2]1[CH:3]=[C:4]2[C:9](=[CH:10][CH:11]=1)[CH2:8][C:7]1([C:25](=[O:26])[N:15]([CH3:14])[C:21](=[O:20])[NH:22]1)[CH2:6][CH2:5]2 |f:1.2,3.4,6.7|. Yield: 70.0%.